This data is from the Open Reaction Database (ORD), a public repository of structured organic reaction records. The task is: describe an organic reaction: reactants, conditions, products, and yield The reactants are FC(OC1=CC=C(C=C1)N1C(C2(CC1)CCNCC2)=O)(F)F (2-(4-trifluoromethoxy-phenyl)-2,8-diaza-spiro[4.5]decan-1-one), O=C(OC(Cl)(Cl)Cl)Cl (diphosgene), C(C)NCCC1=NC=CC=C1 (ethyl-(2-pyridin-2-yl-ethyl)-amine). Yields the product C(C)N(C(=O)N1CCC2(CCN(C2=O)C2=CC=C(C=C2)OC(F)(F)F)CC1)CCC1=NC=CC=C1 (1-Oxo-2-(4-trifluoromethoxy-phenyl)-2,8-diaza-spiro[4.5]decane-8-carboxylic acid ethyl-(2-pyridin-2-yl-ethyl)-amide). As a reaction SMILES: [F:1][C:2]([F:22])([F:21])[O:3][C:4]1[CH:9]=[CH:8][C:7]([N:10]2[CH2:14][CH2:13][C:12]3([CH2:19][CH2:18][NH:17][CH2:16][CH2:15]3)[C:11]2=[O:20])=[CH:6][CH:5]=1.O=C(Cl)[O:25][C:26](Cl)(Cl)Cl.[CH2:31]([NH:33][CH2:34][CH2:35][C:36]1[CH:41]=[CH:40][CH:39]=[CH:38][N:37]=1)[CH3:32]>>[CH2:31]([N:33]([CH2:34][CH2:35][C:36]1[CH:41]=[CH:40][CH:39]=[CH:38][N:37]=1)[C:26]([N:17]1[CH2:16][CH2:15][C:12]2([C:11](=[O:20])[N:10]([C:7]3[CH:8]=[CH:9][C:4]([O:3][C:2]([F:1])([F:21])[F:22])=[CH:5][CH:6]=3)[CH2:14][CH2:13]2)[CH2:19][CH2:18]1)=[O:25])[CH3:32]. Procedure: This material was prepared in analogy to example 251 step B) from 2-(4-trifluoromethoxy-phenyl)-2,8-diaza-spiro[4.5]decan-1-one, diphosgene and ethyl-(2-pyridin-2-yl-ethyl)-amine. MS (ESI): 491.4 (MH+). Starting materials: CO, CC(C)(C)OC(=O)N(Cc1ccc2c(c1)OCCO2)C1CCN(CCn2c(=O)ccc3c(OCc4ccccc4)cccc32)CC1. The product is CC(C)(C)OC(=O)N(Cc1ccc2c(c1)OCCO2)C1CCN(CCn2c(=O)ccc3c(O)cccc32)CC1. As a reaction SMILES: [CH3:47][OH:48].[O:1]1[CH2:2][CH2:3][O:4][c:5]2[c:6]1[cH:7][cH:8][c:9]([CH2:11][N:12]([C:13]([O:14][C:15]([CH3:16])([CH3:17])[CH3:18])=[O:19])[CH:20]1[CH2:21][CH2:22][N:23]([CH2:26][CH2:27][n:28]3[c:29](=[O:46])[cH:30][cH:31][c:32]4[c:33]([O:38][CH2:39][c:40]5[cH:41][cH:42][cH:43][cH:44][cH:45]5)[cH:34][cH:35][cH:36][c:37]34)[CH2:24][CH2:25]1)[cH:10]2>>[O:1]1[CH2:2][CH2:3][O:4][c:5]2[c:6]1[cH:7][cH:8][c:9]([CH2:11][N:12]([C:13]([O:14][C:15]([CH3:16])([CH3:17])[CH3:18])=[O:19])[CH:20]1[CH2:21][CH2:22][N:23]([CH2:26][CH2:27][n:28]3[c:29](=[O:46])[cH:30][cH:31][c:32]4[c:33]([OH:38])[cH:34][cH:35][cH:36][c:37]34)[CH2:24][CH2:25]1)[cH:10]2.